From a dataset of the Open Reaction Database (ORD), a public repository of structured organic reaction records. describe an organic reaction: reactants, conditions, products, and yield Reactants: CCOC(=O)C=P(c1ccccc1)(c1ccccc1)c1ccccc1, ClCCl, COc1ccc(F)cc1C=O. Product: CCOC(=O)C=Cc1cc(F)ccc1OC. RXN SMILES: [C:12](=[O:13])([O:14][CH2:15][CH3:16])[CH:17]=[P:18]([c:19]1[cH:20][cH:21][cH:22][cH:23][cH:24]1)([c:25]1[cH:26][cH:27][cH:28][cH:29][cH:30]1)[c:31]1[cH:32][cH:33][cH:34][cH:35][cH:36]1.[Cl:37][CH2:38][Cl:39].[F:1][c:2]1[cH:3][cH:4][c:5]([O:10][CH3:11])[c:6]([CH:7]=[O:8])[cH:9]1>>[F:1][c:2]1[cH:3][cH:4][c:5]([O:10][CH3:11])[c:6]([CH:7]=[CH:17][C:12](=[O:13])[O:14][CH2:15][CH3:16])[cH:9]1.